This data is from the Open Reaction Database (ORD), a public repository of structured organic reaction records. The task is: describe an organic reaction: reactants, conditions, products, and yield Reactants: CCOC(=O)Cc1csc(-c2ccc(C(CC)(CC)c3ccc(CCC(O)C(C)(C)C)c(C)c3)cc2C)n1, CO, Cl, [Na+], [OH-]. Product: CCC(CC)(c1ccc(CCC(O)C(C)(C)C)c(C)c1)c1ccc(-c2nc(CC(=O)O)cs2)c(C)c1. RXN SMILES: [CH2:3]([CH3:4])[O:5][C:6]([CH2:7][c:8]1[n:9][c:10](-[c:13]2[c:14]([CH3:39])[cH:15][c:16]([C:19]([CH2:20][CH3:21])([c:22]3[cH:23][c:24]([CH3:36])[c:25]([CH2:28][CH2:29][CH:30]([C:31]([CH3:32])([CH3:33])[CH3:34])[OH:35])[cH:26][cH:27]3)[CH2:37][CH3:38])[cH:17][cH:18]2)[s:11][cH:12]1)=[O:40].[CH3:42][OH:43].[ClH:41].[Na+:2].[OH-:1]>>[O:5]=[C:6]([CH2:7][c:8]1[n:9][c:10](-[c:13]2[c:14]([CH3:39])[cH:15][c:16]([C:19]([CH2:20][CH3:21])([c:22]3[cH:23][c:24]([CH3:36])[c:25]([CH2:28][CH2:29][CH:30]([C:31]([CH3:32])([CH3:33])[CH3:34])[OH:35])[cH:26][cH:27]3)[CH2:37][CH3:38])[cH:17][cH:18]2)[s:11][cH:12]1)[OH:40]. Starting materials: C1CCOC1, CC(C)(C)COc1c(C=Cc2nc3ccccn3c2C(=O)O)cccc1OC(F)F, CCN=C=NCCCN(C)C, CN(C)c1ccncc1, Nc1nc(C2CC2)cs1, Cl, CN(C)C=O. The product is CC(C)(C)COc1c(C=Cc2nc3ccccn3c2C(=O)Nc2nc(C3CC3)cs2)cccc1OC(F)F. As a reaction SMILES: [CH2:61]1[O:62][CH2:63][CH2:64][CH2:65]1.[CH3:1][C:2]([CH2:3][O:4][c:5]1[c:6]([CH:15]=[CH:16][c:17]2[n:18][c:19]3[n:20]([cH:21][cH:22][cH:23][cH:24]3)[c:25]2[C:26](=[O:27])[OH:28])[cH:7][cH:8][cH:9][c:10]1[O:11][CH:12]([F:13])[F:14])([CH3:29])[CH3:30].[CH3:40][CH2:41][N:42]=[C:43]=[N:44][CH2:45][CH2:46][CH2:47][N:48]([CH3:49])[CH3:50].[CH3:52][N:53]([c:54]1[cH:55][cH:56][n:57][cH:58][cH:59]1)[CH3:60].[CH:31]1([c:34]2[n:35][c:36]([NH2:39])[s:37][cH:38]2)[CH2:32][CH2:33]1.[ClH:51].[O:66]=[CH:67][N:68]([CH3:69])[CH3:70]>>[CH3:1][C:2]([CH2:3][O:4][c:5]1[c:6]([CH:15]=[CH:16][c:17]2[n:18][c:19]3[n:20]([cH:21][cH:22][cH:23][cH:24]3)[c:25]2[C:26](=[O:28])[NH:39][c:36]2[n:35][c:34]([CH:31]3[CH2:32][CH2:33]3)[cH:38][s:37]2)[cH:7][cH:8][cH:9][c:10]1[O:11][CH:12]([F:13])[F:14])([CH3:29])[CH3:30]. Reactants: [Br-], [Br-], [Br-], CC(=O)O, CC(=O)c1cccc([N+](=O)[O-])c1, c1cc[nH+]cc1, c1cc[nH+]cc1, c1cc[nH+]cc1. Product: O=C(CBr)c1cccc([N+](=O)[O-])c1. Reaction SMILES: [Br-:13].[Br-:14].[Br-:15].[CH3:34][C:35](=[O:36])[OH:37].[N+:1](=[O:2])([O-:3])[c:4]1[cH:5][c:6]([C:10]([CH3:11])=[O:12])[cH:7][cH:8][cH:9]1.[nH+:16]1[cH:17][cH:18][cH:19][cH:20][cH:21]1.[nH+:22]1[cH:23][cH:24][cH:25][cH:26][cH:27]1.[nH+:28]1[cH:29][cH:30][cH:31][cH:32][cH:33]1>>[N+:1](=[O:2])([O-:3])[c:4]1[cH:5][c:6]([C:10]([CH2:11][Br:13])=[O:12])[cH:7][cH:8][cH:9]1. The reactants are Cl (hydrochloric acid), CC1=CC2=C(OCCO2)C=C1 (6-methyl-2,3-dihydrobenzo[b][1,4]dioxine), [Sn](Cl)(Cl)(Cl)Cl (tin (IV) chloride), COC(Cl)Cl (dichloromethyl methyl ether). The solvent is ClCCCl (1,2-dichloroethane). Conditions: temperature 0 celsius, time 1 hour. The product is CC=1C(=CC2=C(OCCO2)C1)C=O (7-methyl-2,3-dihydrobenzo[b][1,4]dioxine-6-carbaldehyde). Yield: 62.9%. RXN SMILES: [CH3:1][C:2]1[CH:11]=[CH:10][C:5]2[O:6][CH2:7][CH2:8][O:9][C:4]=2[CH:3]=1.[CH3:12][O:13]C(Cl)Cl.[Sn](Cl)(Cl)(Cl)Cl.Cl>ClCCCl>[CH3:1][C:2]1[C:11]([CH:12]=[O:13])=[CH:10][C:5]2[O:6][CH2:7][CH2:8][O:9][C:4]=2[CH:3]=1. Procedure: A mixture of 6-methyl-2,3-dihydrobenzo[b][1,4]dioxine (6.4 g, 42.8 mmol) and 1,2-dichloroethane (250 mL) was cooled to 0° C. and then stirred for 1 h. After this time, dichloromethyl methyl ether (11.5 mL, 128.5 mmol) was then added and the reaction stirred for 1 h then, tin (IV) chloride (7.52 mL, 64.3 mmol) was added portion wise to the reaction over 3 h, and the reaction then allowed to warm to room temperature overnight. After this time, the reaction was poured into 3 N hydrochloric acid (15... Reactants: O=C([O-])O, CCO, [Cl-], O=C(O)c1cc(Cl)ncn1, ClCCl, FC(F)(F)CNc1ccccc1, [Na+], [Na+], [OH-]. The product is O=C(c1cc(Cl)ncn1)N(CC(F)(F)F)c1ccccc1. Reaction SMILES: [C:26](=[O:27])([O-:28])[OH:29].[CH3:34][CH2:35][OH:36].[Cl-:15].[Cl:16][c:17]1[cH:18][c:19]([C:23](=[O:24])[OH:25])[n:20][cH:21][n:22]1.[Cl:31][CH2:32][Cl:33].[F:1][C:2]([CH2:3][NH:4][c:5]1[cH:6][cH:7][cH:8][cH:9][cH:10]1)([F:11])[F:12].[Na+:14].[Na+:30].[OH-:13]>>[F:1][C:2]([CH2:3][N:4]([c:5]1[cH:6][cH:7][cH:8][cH:9][cH:10]1)[C:23]([c:19]1[cH:18][c:17]([Cl:16])[n:22][cH:21][n:20]1)=[O:24])([F:11])[F:12]. Reactants: CCOC(=O)C1CN(C(=O)OC(C)(C)C)CCC1=O, CCO, O=[Pt]. Yields the product CCOC(=O)C1CN(C(=O)OC(C)(C)C)CCC1O. As a reaction SMILES: [C:1]([CH3:2])([CH3:3])([CH3:4])[O:5][C:6](=[O:7])[N:8]1[CH2:9][CH:10]([C:15](=[O:16])[O:17][CH2:18][CH3:19])[C:11](=[O:14])[CH2:12][CH2:13]1.[CH3:20][CH2:21][OH:22].[Pt:23]=[O:24]>>[C:1]([CH3:2])([CH3:3])([CH3:4])[O:5][C:6](=[O:7])[N:8]1[CH2:9][CH:10]([C:15](=[O:16])[O:17][CH2:18][CH3:19])[CH:11]([OH:14])[CH2:12][CH2:13]1. Reaction conditions: time 30 minute. Procedure: After dissolving 2H-[1,2,4]triazolo[4,3-a]pyridin-3-one (CAS 6969-71-7) (1.0 g) in N,N-dimethylformamide (50 ml), sodium hydride (60% in oil) (355 mg) was added while stirring on ice. After stirring for 20 minutes, methyl 3-bromo-2-(bromomethyl)propionate (2.11 ml) was added dropwise. Stirring was continued for 1 hour and 30 minutes, and then sodium hydride (60% in oil) (200 mg) was added and the mixture was stirred for 3 hours. Water was added to the reaction mixture, and extraction was perform... Reaction SMILES: [N:1]1[NH:2][C:3](=[O:10])[N:4]2[CH:9]=[CH:8][CH:7]=[CH:6][C:5]=12.[H-].[Na+].Br[CH2:14][CH:15]([CH2:20]Br)[C:16]([O:18][CH3:19])=[O:17].O>CN(C)C=O.C(OCC)(=O)C>[CH3:19][O:18][C:16](=[O:17])[C:15]([CH2:20][N:2]1[C:3](=[O:10])[N:4]2[CH:9]=[CH:8][CH:7]=[CH:6][C:5]2=[N:1]1)=[CH2:14] |f:1.2|. Reactants: [H-].[Na+] (sodium hydride), O (Water), N=1NC(N2C1C=CC=C2)=O (2H-[1,2,4]triazolo[4,3-a]pyridin-3-one), [H-].[Na+] (sodium hydride), BrCC(C(=O)OC)CBr (methyl 3-bromo-2-(bromomethyl)propionate). Solvent: C(C)(=O)OCC (ethyl acetate), CN(C=O)C (N,N-dimethylformamide). The product is COC(C(=C)CN1N=C2N(C=CC=C2)C1=O)=O (2-(3-Oxo-[1,2,4]triazolo[4,3-a]pyridin-2-ylmethyl)acrylic acid methyl ester). The reactants are O=P(Cl)(Cl)Cl (POCl3), ClC1=C(OC(C(=O)O)C)C=CC(=C1)Cl (2-(2,4-dichlorophenoxy)propanoic acid), NNC(=S)N (thiosemicarbazide), P(=O)(Cl)(Cl)Cl (phosphorous oxychloride). The solvent is O1CCOCC1 (dioxane). Conditions: temperature 90 celsius. The product is ClC1=C(OC(C)C2=NN=C(S2)N)C=CC(=C1)Cl (5-[1-(2,4-dichlorophenoxy)ethyl]-2-amino-1,3,4-thiadiazole). As a reaction SMILES: [Cl:1][C:2]1[CH:13]=[C:12]([Cl:14])[CH:11]=[CH:10][C:3]=1[O:4][CH:5]([CH3:9])[C:6](O)=O.[NH2:15][NH:16][C:17]([NH2:19])=[S:18].P(Cl)(Cl)(Cl)=O>O1CCOCC1>[Cl:1][C:2]1[CH:13]=[C:12]([Cl:14])[CH:11]=[CH:10][C:3]=1[O:4][CH:5]([C:6]1[S:18][C:17]([NH2:19])=[N:16][N:15]=1)[CH3:9]. Reported procedure: A 250 milliliter, 3-neck flask adapted with a Claisen adaptor, paddle stirrer, thermometer, an addition funnel and condenser, was charged with 28.2 grams (0.120 mole) of 2-(2,4-dichlorophenoxy)propanoic acid, (10.9 grams, 0.120 mole) of thiosemicarbazide and 90 milliliters of dioxane. The slurry was heated to 90° C. and the addition funnel was charged with phosphorous oxychloride (POCl3). The POCl3 (20.2 grams, 0.13 mole) was slowly added (for 38 minutes) while maintaining the temperature within...